From a dataset of the Open Reaction Database (ORD), a public repository of structured organic reaction records. describe an organic reaction: reactants, conditions, products, and yield Reactants: CCN(Cc1nc(-c2cccc(C(=O)O)c2)oc1C)c1ccc(C(O)(C(F)(F)F)C(F)(F)F)cc1, CN, CN1CCOCC1, CCN=C=NCCCN(C)C, CCOCC, [Cl-], Cl, [NH4+], CN(C)C=O, On1nnc2ccccc21. The product is CCN(Cc1nc(-c2cccc(C(=O)NC)c2)oc1C)c1ccc(C(O)(C(F)(F)F)C(F)(F)F)cc1. RXN SMILES: [CH2:1]([CH3:2])[N:3]([c:4]1[cH:5][cH:6][c:7]([C:10]([C:11]([F:12])([F:13])[F:14])([C:15]([F:16])([F:17])[F:18])[OH:19])[cH:8][cH:9]1)[CH2:20][c:21]1[n:22][c:23](-[c:27]2[cH:28][c:29]([C:30](=[O:31])[OH:32])[cH:33][cH:34][cH:35]2)[o:24][c:25]1[CH3:26].[CH3:37][NH2:38].[CH3:39][N:40]1[CH2:41][CH2:42][O:43][CH2:44][CH2:45]1.[CH3:46][CH2:47][N:48]=[C:49]=[N:50][CH2:51][CH2:52][CH2:53][N:54]([CH3:55])[CH3:56].[CH3:74][CH2:75][O:76][CH2:77][CH3:78].[Cl-:67].[ClH:36].[NH4+:68].[O:69]=[CH:70][N:71]([CH3:72])[CH3:73].[OH:57][n:58]1[c:59]2[c:60]([cH:61][cH:62][cH:63][cH:64]2)[n:65][n:66]1>>[CH2:1]([CH3:2])[N:3]([c:4]1[cH:5][cH:6][c:7]([C:10]([C:11]([F:12])([F:13])[F:14])([C:15]([F:16])([F:17])[F:18])[OH:19])[cH:8][cH:9]1)[CH2:20][c:21]1[n:22][c:23](-[c:27]2[cH:28][c:29]([C:30](=[O:32])[NH:40][CH3:39])[cH:33][cH:34][cH:35]2)[o:24][c:25]1[CH3:26]. As a reaction SMILES: [CH3:21][OH:22].[ClH:1].[NH2:2][N:3]1[C:4](=[O:10])[NH:5][N:6]=[C:7]([CH3:9])[CH2:8]1.[Na+:12].[OH-:11].[OH2:23].[n:13]1[cH:14][c:15]([CH:19]=[O:20])[cH:16][cH:17][cH:18]1>>[N:2]([N:3]1[C:4](=[O:10])[NH:5][N:6]=[C:7]([CH3:9])[CH2:8]1)=[CH:19][c:15]1[cH:14][n:13][cH:18][cH:17][cH:16]1. Product: CC1=NNC(=O)N(N=Cc2cccnc2)C1. The reactants are CO, Cl, CC1=NNC(=O)N(N)C1, [Na+], [OH-], O, O=Cc1cccnc1. The reactants are ClCCC(=O)NC(=O)NCCSC=C (1-(3-Chlorpropionyl)-3(2-vinylthioethyl)-urea), OO (hydrogen peroxide). Solvent: C(C)(=O)O (acetic acid). Conditions: time 2 hour. Product: ClCCC(=O)NC(=O)NCCS(=O)C=C (1-(3-chloropropionyl)-3-(2-vinylsulphinylethyl)-urea). RXN SMILES: [Cl:1][CH2:2][CH2:3][C:4]([NH:6][C:7]([NH:9][CH2:10][CH2:11][S:12][CH:13]=[CH2:14])=[O:8])=[O:5].[OH:15]O>C(O)(=O)C>[Cl:1][CH2:2][CH2:3][C:4]([NH:6][C:7]([NH:9][CH2:10][CH2:11][S:12]([CH:13]=[CH2:14])=[O:15])=[O:8])=[O:5]. Reported procedure: 4.05 g Intermediate 6 in 20 ml acetic acid was oxidised with 30 % hydrogen peroxide in the usual way. After 2 hours, the solution was evaporated and the residue stirred with ether. The solidified product was filtered off and recrystallised from ethanolpetrolether. Yield 3.1 g; Mp. 113° to 135° C. The reactants are F[B-](F)(F)F, CNC(=O)C(NC(=O)C(CC(=O)OCc1ccccc1)NC(=O)OC(C)(C)C)C(C)(C)C, O=C(CC(C(=O)O)c1ccn(-c2ccc(F)cc2)c1)OCc1ccccc1, CO, ClCCl, CN(C)C(On1nnc2ccccc21)=[N+](C)C. Product: CNC(=O)C(NC(=O)C(CC(=O)OCc1ccccc1)c1ccn(-c2ccc(F)cc2)c1)C(C)(C)C. RXN SMILES: [B-:60]([F:61])([F:62])([F:63])[F:64].[CH2:1]([c:2]1[cH:3][cH:4][cH:5][cH:6][cH:7]1)[O:8][C:9]([CH2:10][CH:11]([C:12](=[O:13])[NH:14][CH:15]([C:16]([CH3:17])([CH3:18])[CH3:19])[C:20]([NH:21][CH3:22])=[O:23])[NH:24][C:25]([O:26][C:27]([CH3:28])([CH3:29])[CH3:30])=[O:31])=[O:32].[CH2:33]([O:34][C:35](=[O:36])[CH2:37][CH:38]([C:39]([OH:40])=[O:41])[c:47]1[cH:48][n:49](-[c:52]2[cH:53][cH:54][c:55]([F:58])[cH:56][cH:57]2)[cH:50][cH:51]1)[c:42]1[cH:43][cH:44][cH:45][cH:46][cH:59]1.[CH3:82][OH:83].[Cl:84][CH2:85][Cl:86].[n:65]1([O:66][C:67]([N:68]([CH3:69])[CH3:70])=[N+:71]([CH3:72])[CH3:73])[c:74]2[cH:75][cH:76][cH:77][cH:78][c:79]2[n:80][n:81]1>>[CH2:1]([c:2]1[cH:3][cH:4][cH:5][cH:6][cH:7]1)[O:8][C:9]([CH2:10][CH:11]([C:12](=[O:13])[NH:14][CH:15]([C:16]([CH3:17])([CH3:18])[CH3:19])[C:20]([NH:21][CH3:22])=[O:23])[c:47]1[cH:48][n:49](-[c:52]2[cH:53][cH:54][c:55]([F:58])[cH:56][cH:57]2)[cH:50][cH:51]1)=[O:32]. The reagents and catalysts are C=1C=CC(=CC1)[P](C=2C=CC=CC2)(C=3C=CC=CC3)[Pd]([P](C=4C=CC=CC4)(C=5C=CC=CC5)C=6C=CC=CC6)([P](C=7C=CC=CC7)(C=8C=CC=CC8)C=9C=CC=CC9)[P](C=1C=CC=CC1)(C=1C=CC=CC1)C=1C=CC=CC1 (tetrakis(triphenylphosphine)palladium(0)). As a reaction SMILES: [CH2:1]([O:8][C:9]1[C:14]([CH2:15][CH3:16])=[CH:13][C:12](B(O)O)=[C:11]([O:20][CH3:21])[CH:10]=1)[C:2]1[CH:7]=[CH:6][CH:5]=[CH:4][CH:3]=1.Br[C:23]1[CH:28]=[CH:27][CH:26]=[C:25]([N:29]2[C:33]([CH3:34])=[CH:32][CH:31]=[C:30]2[CH3:35])[N:24]=1.C(=O)([O-])[O-].[Na+].[Na+].CO.O>C1C=CC([P]([Pd]([P](C2C=CC=CC=2)(C2C=CC=CC=2)C2C=CC=CC=2)([P](C2C=CC=CC=2)(C2C=CC=CC=2)C2C=CC=CC=2)[P](C2C=CC=CC=2)(C2C=CC=CC=2)C2C=CC=CC=2)(C2C=CC=CC=2)C2C=CC=CC=2)=CC=1.C(O)C.O.O1CCCC1>[CH2:1]([O:8][C:9]1[C:14]([CH2:15][CH3:16])=[CH:13][C:12]([C:23]2[CH:28]=[CH:27][CH:26]=[C:25]([N:29]3[C:33]([CH3:34])=[CH:32][CH:31]=[C:30]3[CH3:35])[N:24]=2)=[C:11]([O:20][CH3:21])[CH:10]=1)[C:2]1[CH:7]=[CH:6][CH:5]=[CH:4][CH:3]=1 |f:2.3.4,5.6,8.9,^1:48,50,69,88|. Starting materials: C(C1=CC=CC=C1)OC1=CC(=C(C=C1CC)B(O)O)OC (4-benzyloxy-5-ethyl-2-methoxy-phenylboronic acid), CO.O (methanol water), BrC1=NC(=CC=C1)N1C(=CC=C1C)C (2-bromo-6-(2,5-dimethylpyrrol-1-yl)pyridine), C([O-])([O-])=O.[Na+].[Na+] (sodium carbonate). The solvent is C(C)O.O (ethanol water), O1CCCC1 (tetrahydrofuran), C(C)O.O (ethanol water). Procedure details: Reacting the 4-benzyloxy-5-ethyl-2-methoxy-phenylboronic acid (5) with 2-bromo-6-(2,5-dimethylpyrrol-1-yl)pyridine, sodium carbonate and tetrakis(triphenylphosphine)palladium(0) in a polar solvent such as methanol/water, ethanol/water, or tetrahydrofuran (THF)/water, preferably ethanol/water, at a temperature from about room temperature to about the reflux temperature of the reaction mixture, preferably at about the reflux temperature, yields 2-(4-benzyloxy-5-ethyl-2-methoxy-phenyl)-6-(2,5-dimet... Product: C(C1=CC=CC=C1)OC1=CC(=C(C=C1CC)C1=NC(=CC=C1)N1C(=CC=C1C)C)OC (2-(4-benzyloxy-5-ethyl-2-methoxy-phenyl)-6-(2,5-dimethyl-pyrrol-1-yl)-pyridine).